Dataset: the Open Reaction Database (ORD), a public repository of structured organic reaction records. Task: describe an organic reaction: reactants, conditions, products, and yield Starting materials: N(=O)[O-].[Na+] (sodium nitrite), N (ammonia), [N+](=O)([O-])C1=CC=C(N)C=C1 (4-nitroaniline), ClCC(CN(C1=CC=CC=C1)CC(CCl)O)O (N,N-bis(3-chloro-2-hydroxypropyl)-aniline), [OH-].[Na+] (caustic soda). Run in O (water), Cl (hydrochloric acid), Cl (hydrochloric acid). Reaction conditions: time 1 hour. Yields the product C(C1CO1)N(CC1CO1)C1=CC=C(C=C1)N=NC1=CC=C(C=C1)[N+](=O)[O-] (4-(N,N-Diglycidylamino)-4'-nitroazobenzene). Isolated yield 34.0%. As a reaction SMILES: [N+:1]([C:4]1[CH:10]=[CH:9][C:7]([NH2:8])=[CH:6][CH:5]=1)([O-:3])=[O:2].N([O-])=O.[Na+].Cl[CH2:16][CH:17]([OH:31])[CH2:18][N:19]([CH2:26][CH:27]([OH:30])[CH2:28]Cl)[C:20]1[CH:25]=[CH:24][CH:23]=[CH:22][CH:21]=1.[NH3:32].[OH-].[Na+]>Cl.O>[CH2:18]([N:19]([C:20]1[CH:25]=[CH:24][C:23]([N:32]=[N:8][C:7]2[CH:9]=[CH:10][C:4]([N+:1]([O-:3])=[O:2])=[CH:5][CH:6]=2)=[CH:22][CH:21]=1)[CH2:26][CH:27]1[O:30][CH2:28]1)[CH:17]1[O:31][CH2:16]1 |f:1.2,5.6|. Procedure details: 0.25 mol of 4-nitroaniline are stirred in 150 ml of 16% aqueous hydrochloric acid and diazotized at 0° to 5° C. with 0.25 mol of sodium nitrite in 100 ml of water. The diazonium salt solution is filtered, added drop by drop to a solution of 0.25 mol N,N-bis(3-chloro-2-hydroxypropyl)-aniline in 250 ml 5% aqueous hydrochloric acid at 5° to 10° C. and stirred 1 h. The suspension obtained is neutralized with 25% aqueous ammonia solution, 1000 ml of 50% aqueous caustic soda solution are then added dr... Reactants: CCCCO, COc1ccc2nc(Cl)sc2c1, COC(=O)C(C)(C)NC(=O)c1ccc(-c2ccc(N)cc2)cc1. Yields the product COC(=O)C(C)(C)NC(=O)c1ccc(-c2ccc(Nc3nc4ccc(OC)cc4s3)cc2)cc1. As a reaction SMILES: [CH2:36]([OH:37])[CH2:38][CH2:39][CH3:40].[Cl:24][c:25]1[s:26][c:27]2[c:28]([n:29]1)[cH:30][cH:31][c:32]([O:34][CH3:35])[cH:33]2.[NH2:1][c:2]1[cH:3][cH:4][c:5](-[c:8]2[cH:9][cH:10][c:11]([C:14](=[O:15])[NH:16][C:17]([CH3:18])([C:19](=[O:20])[O:21][CH3:22])[CH3:23])[cH:12][cH:13]2)[cH:6][cH:7]1>>[NH:1]([c:2]1[cH:3][cH:4][c:5](-[c:8]2[cH:9][cH:10][c:11]([C:14](=[O:15])[NH:16][C:17]([CH3:18])([C:19](=[O:20])[O:21][CH3:22])[CH3:23])[cH:12][cH:13]2)[cH:6][cH:7]1)[c:25]1[s:26][c:27]2[c:28]([n:29]1)[cH:30][cH:31][c:32]([O:34][CH3:35])[cH:33]2. RXN SMILES: [OH:1][CH2:2][C@@:3]12[C@@H:20]3[C@H:11]([C@H:12]4[C@@:16]([CH2:18][CH2:19]3)([CH3:17])[C:15](=[O:21])[CH2:14][CH2:13]4)[CH2:10][CH2:9][C:8]1=[CH:7][C:6](=[O:22])[CH2:5][CH2:4]2.CC(C)=O.OS(O)(=O)=O.O=[Cr](=O)=O>CC(C)=O>[O:22]=[C:6]1[CH2:5][CH2:4][C@@:3]2([CH:2]=[O:1])[C:8]([CH2:9][CH2:10][C@@H:11]3[C@@H:20]2[CH2:19][CH2:18][C@@:16]2([CH3:17])[C@H:12]3[CH2:13][CH2:14][C:15]2=[O:21])=[CH:7]1 |f:1.2.3|. The product is O=C1C=C2CC[C@H]3[C@@H]4CCC([C@@]4(C)CC[C@@H]3[C@]2(CC1)C=O)=O (3,17-dioxoandrost-4-en-19-al). Reactants: OC[C@]12CCC(C=C1CC[C@H]1[C@@H]3CCC([C@@]3(C)CC[C@H]21)=O)=O (19-hydroxyandrost-4-ene-3,17-dione), CC(=O)C.OS(=O)(=O)O.O=[Cr](=O)=O (Jones reagent). Reported procedure: To a solution of 30 g of 19-hydroxyandrost-4-ene-3,17-dione in 3 liters of acetone cooled in an ice bath is added 28 ml of Jones reagent over a 1 hour period. The reaction mixture is stirred for an additional fifteen minutes, filtered and the solvent removed under reduced pressure at 35° C. The residue is taken up in a large volume of ether and 1.5 liters of water. The ether layer is collected, dried over magnesium sulfate, filtered and the solvent removed. The residue is crystallized from aceto... Solvent: CC(=O)C (acetone). Starting materials: ClC1=C(C(=CC=C1)Cl)C1=CC2=C(N=C(N=C2)SC)N(C1=O)C (6-(2,6-Dichlorophenyl)-8-methyl-2-methylsulfanyl-8H-pyrido[2,3-d]pyrimidin-7-one), NCCCN1CCN(CC1)C1=C(C=CC=C1)OC (1-(3-aminopropyl)-4-(2-methoxyphenyl)piperazine). Product: ClC1=C(C(=CC=C1)Cl)C1=CC2=C(N=C(N=C2)NCCCN2CCN(CC2)C2=C(C=CC=C2)OC)N(C1=O)C (6-(2,6-Dichlorophenyl]-2-[3-[4-(2-methoxyphenyl)-piperazin-1-yl]-propylamino]-8-methyl-8H-pyrido[2,3-d]pyrimidin-7-one). Reaction SMILES: [Cl:1][C:2]1[CH:7]=[CH:6][CH:5]=[C:4]([Cl:8])[C:3]=1[C:9]1[C:20](=[O:21])[N:19]([CH3:22])[C:12]2[N:13]=[C:14](SC)[N:15]=[CH:16][C:11]=2[CH:10]=1.[NH2:23][CH2:24][CH2:25][CH2:26][N:27]1[CH2:32][CH2:31][N:30]([C:33]2[CH:38]=[CH:37][CH:36]=[CH:35][C:34]=2[O:39][CH3:40])[CH2:29][CH2:28]1>>[Cl:1][C:2]1[CH:7]=[CH:6][CH:5]=[C:4]([Cl:8])[C:3]=1[C:9]1[C:20](=[O:21])[N:19]([CH3:22])[C:12]2[N:13]=[C:14]([NH:23][CH2:24][CH2:25][CH2:26][N:27]3[CH2:32][CH2:31][N:30]([C:33]4[CH:38]=[CH:37][CH:36]=[CH:35][C:34]=4[O:39][CH3:40])[CH2:29][CH2:28]3)[N:15]=[CH:16][C:11]=2[CH:10]=1. Reported procedure: This compound was prepared by a procedure similar to that described in Example 49 starting with 0.165 g (0.47 mmol) of 6-(2,6-dichlorophenyl)-8-methyl-2-methylsulfanyl-8H-pyrido[2,3-d]pyrimidin-7-one of Example 37 and 1.00 g (4.00 mmol) of 1-(3-aminopropyl)-4-(2-methoxyphenyl)piperazine yielding 0.103 g of pure product; mp 187°-188° C. Starting materials: IC1=NN(C=C1C1=NC(=NC=C1)NC[C@H](C)O)C(C)C ((2S)-1-(4-(3-iodo-1-isopropyl-1H-pyrazol-4-yl)pyrimidin-2-ylamino)propan-2-ol), N1C=CC=2C1=NC=C(C2)B(O)O (1H-pyrrolo[2,3-b]pyridin-5-ylboronic acid), C(=O)([O-])[O-].[Na+].[Na+] (Na2CO3). The reagents and catalysts are C=1C=CC(=CC1)[P](C=2C=CC=CC2)(C=3C=CC=CC3)[Pd]([P](C=4C=CC=CC4)(C=5C=CC=CC5)C=6C=CC=CC6)([P](C=7C=CC=CC7)(C=8C=CC=CC8)C=9C=CC=CC9)[P](C=1C=CC=CC1)(C=1C=CC=CC1)C=1C=CC=CC1 (Pd(PPh3)4). The solvent is C1(=CC=CC=C1)C (toluene), CCO (EtOH). Conditions: time 8 hour. The product is C(C)(C)N1N=C(C(=C1)C1=NC(=NC=C1)NC[C@H](C)O)C=1C=C2C(=NC1)NC=C2 ((2S)-1-(4-(1-isopropyl-3-(1H-pyrrolo[2,3-b]pyridin-5-yl)-1H-pyrazol-4-yl)pyrimidin-2-ylamino)propan-2-ol). Yield: 86.1%. RXN SMILES: I[C:2]1[C:6]([C:7]2[CH:12]=[CH:11][N:10]=[C:9]([NH:13][CH2:14][C@@H:15]([OH:17])[CH3:16])[N:8]=2)=[CH:5][N:4]([CH:18]([CH3:20])[CH3:19])[N:3]=1.[NH:21]1[C:25]2=[N:26][CH:27]=[C:28](B(O)O)[CH:29]=[C:24]2[CH:23]=[CH:22]1.C([O-])([O-])=O.[Na+].[Na+]>C1(C)C=CC=CC=1.CCO.C1C=CC([P]([Pd]([P](C2C=CC=CC=2)(C2C=CC=CC=2)C2C=CC=CC=2)([P](C2C=CC=CC=2)(C2C=CC=CC=2)C2C=CC=CC=2)[P](C2C=CC=CC=2)(C2C=CC=CC=2)C2C=CC=CC=2)(C2C=CC=CC=2)C2C=CC=CC=2)=CC=1>[CH:18]([N:4]1[CH:5]=[C:6]([C:7]2[CH:12]=[CH:11][N:10]=[C:9]([NH:13][CH2:14][C@@H:15]([OH:17])[CH3:16])[N:8]=2)[C:2]([C:28]2[CH:29]=[C:24]3[CH:23]=[CH:22][NH:21][C:25]3=[N:26][CH:27]=2)=[N:3]1)([CH3:20])[CH3:19] |f:2.3.4,^1:52,54,73,92|. Reported procedure: To a solution of (2S)-1-(4-(3-iodo-1-isopropyl-1H-pyrazol-4-yl)pyrimidin-2-ylamino)propan-2-ol B-1-3 (0.312 g, 0.8 mmol) in toluene (15 mL) and EtOH (5 mL) were added 1H-pyrrolo[2,3-b]pyridin-5-ylboronic acid (0.40 g, 1.6 mmol) and 2 N aq. Na2CO3 (1.24 mL), and the resulting mixture was degassed under N2 for 2 minutes. Then Pd(PPh3)4 (0.23 g, 0.2 mmol) was added and the mixture was degassed again. The resulting mixture was heated to reflux and stirred overnight. The organic layer was separated a... The reactants are C(C)(C)(C)OC(=O)N[C@@H]1CN(CC1)S(=O)(=O)C=1C=2C(=CN=C(C2C=CC1)N)Cl ((S)-3-(tert-Butoxycarbonyl)amino-1-(1-amino-4-chloro-5-isoquinolinesulfonyl)-pyrrolidine), Cl.CO (hydrogen chloride methanol). Reaction conditions: time 20 hour. Yields the product N[C@@H]1CN(CC1)S(=O)(=O)C=1C=2C(=CN=C(C2C=CC1)N)Cl ((S)-3-Amino-1-(1-amino-4-chloro-5-isoquinolinesulfonyl)pyrrolidine), Cl (hydrochloride). RXN SMILES: C(OC([NH:8][C@H:9]1[CH2:13][CH2:12][N:11]([S:14]([C:17]2[C:18]3[C:19]([Cl:28])=[CH:20][N:21]=[C:22]([NH2:27])[C:23]=3[CH:24]=[CH:25][CH:26]=2)(=[O:16])=[O:15])[CH2:10]1)=O)(C)(C)C.[ClH:29].CO>>[NH2:8][C@H:9]1[CH2:13][CH2:12][N:11]([S:14]([C:17]2[C:18]3[C:19]([Cl:28])=[CH:20][N:21]=[C:22]([NH2:27])[C:23]=3[CH:24]=[CH:25][CH:26]=2)(=[O:15])=[O:16])[CH2:10]1.[ClH:29] |f:1.2|. Reported procedure: Intermediate 28s (30 mg) obtained in Step A mentioned above was added with 10% hydrogen chloride/methanol (4 ml), and the mixture was stirred at room temperature for 20 hours. The solvent was evaporated under reduced pressure to obtain the title compound as hydrochloride (25 mg). Reactants: C1(C=CCCC1)O (racemic cyclohex-2-enol), ClCCl (dichloromethane), ClC(C#N)(Cl)Cl (trichloroacetonitrile). Conditions: temperature -20 celsius, time 3 hour. Yields the product ClC(C(OC1C=CCCC1)=N)(Cl)Cl (cyclohex-2-en-1-yl 2,2,2-trichloroethanimidoate). As a reaction SMILES: [CH:1]1([OH:7])[CH2:6][CH2:5][CH2:4][CH:3]=[CH:2]1.ClCCl.[Cl:11][C:12]([Cl:16])([Cl:15])[C:13]#[N:14]>>[Cl:11][C:12]([Cl:16])([Cl:15])[C:13](=[NH:14])[O:7][CH:1]1[CH2:6][CH2:5][CH2:4][CH:3]=[CH:2]1. Procedure: To a solution of 2-cylohexen-1-ol (16) (18 g, 0.183 mol) in dry dichloromethane (275 ml) DBU (41.88 g, 0.275 mol) was added and the mixture was cooled to −20° C. To this solution, trichloroacetonitrile (47.66 g, 0.330 mol) was added dropwise. The reaction was stirred for 3 h at −20° C. and quenched with aqueous ammonium chloride solution. The organic phase was separated and dried over potassium carbonate. The solvent was removed under vacuum to yield the intermediate cyclohex-2-en-1-yl 2,2,2-tri... RXN SMILES: [CH3:27][CH2:28][O:29][C:30](=[O:31])[CH3:32].[Cl:1][c:2]1[cH:3][cH:4][c:5]([S:8](=[O:9])(=[O:10])[NH:11][c:12]2[c:13]([N+:24]([O-:25])=[O:26])[cH:14][c:15](-[c:18]3[cH:19][cH:20][n:21][cH:22][cH:23]3)[cH:16][cH:17]2)[cH:6][cH:7]1>>[Cl:1][c:2]1[cH:3][cH:4][c:5]([S:8](=[O:9])(=[O:10])[NH:11][c:12]2[c:13]([NH2:24])[cH:14][c:15](-[c:18]3[cH:19][cH:20][n:21][cH:22][cH:23]3)[cH:16][cH:17]2)[cH:6][cH:7]1. Reactants: CCOC(C)=O, O=[N+]([O-])c1cc(-c2ccncc2)ccc1NS(=O)(=O)c1ccc(Cl)cc1. Product: Nc1cc(-c2ccncc2)ccc1NS(=O)(=O)c1ccc(Cl)cc1. The reactants are C(C)(=O)SC(CC(=O)NCC(=O)OC(C)(C)C)C(CC(C)C)C(=O)N[C@@H](CC1=CC=C(C=C1)OC)C(=O)NC (2-[3-acetylmercapto-6-methyl-4-[[[1-(S)-[(methylamino)carbonyl]-2-(4-methoxyphenyl)ethyl]amino]carbonyl]heptanoylamino]ethanoic acid, t-butyl ester). The solvent is FC(C(=O)O)(F)F (trifluoroacetic acid), O (water). Conditions: time 2 hour. The product is C(C)(=O)SC(CC(=O)NCC(=O)O)C(CC(C)C)C(=O)N[C@@H](CC1=CC=C(C=C1)OC)C(=O)NC (2-[3-Acetylmercapto-6-methyl-4-[[[1-(S)-[(methylamino)carbonyl]-2-(4-methoxyphenyl)ethyl]amino]carbonyl]heptanoylamino]ethanoic acid). As a reaction SMILES: [C:1]([S:4][CH:5]([CH:18]([C:23]([NH:25][C@H:26]([C:36]([NH:38][CH3:39])=[O:37])[CH2:27][C:28]1[CH:33]=[CH:32][C:31]([O:34][CH3:35])=[CH:30][CH:29]=1)=[O:24])[CH2:19][CH:20]([CH3:22])[CH3:21])[CH2:6][C:7]([NH:9][CH2:10][C:11]([O:13]C(C)(C)C)=[O:12])=[O:8])(=[O:3])[CH3:2]>FC(F)(F)C(O)=O.O>[C:1]([S:4][CH:5]([CH:18]([C:23]([NH:25][C@H:26]([C:36]([NH:38][CH3:39])=[O:37])[CH2:27][C:28]1[CH:33]=[CH:32][C:31]([O:34][CH3:35])=[CH:30][CH:29]=1)=[O:24])[CH2:19][CH:20]([CH3:22])[CH3:21])[CH2:6][C:7]([NH:9][CH2:10][C:11]([OH:13])=[O:12])=[O:8])(=[O:3])[CH3:2]. Procedure details: A solution of 2-[3-acetylmercapto-6-methyl-4-[[[1-(S)-[(methylamino)carbonyl]-2-(4-methoxyphenyl)ethyl]amino]carbonyl]heptanoylamino]ethanoic acid, t-butyl ester (E12, Isomer A; 60 mg, 0.11 mmol) in trifluoroacetic acid (1.5 ml) and water (0.05 ml) was stirred in an ice bath for 1 h, then at room temperature for 2 h. The solvent was evaporated in vacuo and the residue was azeotroped dry with toluene to leave the title compound as a single isomer (Isomer A), mp 188°-192° C.